From a dataset of the Open Reaction Database (ORD), a public repository of structured organic reaction records. describe an organic reaction: reactants, conditions, products, and yield Reactants: [Li]CCCC, O=CC=C(c1ccc(Cl)cc1)C1CC1, [Cl-], Fc1ccc(C[P+](c2ccccc2)(c2ccccc2)c2ccccc2)cc1Oc1ccccc1, C1CCOC1. Yields the product Fc1ccc(C=CC=C(c2ccc(Cl)cc2)C2CC2)cc1Oc1ccccc1. RXN SMILES: [CH2:1]([Li:2])[CH2:3][CH2:4][CH3:5].[CH:41]1([C:44](=[CH:45][CH:46]=[O:47])[c:48]2[cH:49][cH:50][c:51]([Cl:54])[cH:52][cH:53]2)[CH2:42][CH2:43]1.[Cl-:6].[F:7][c:8]1[c:9]([O:34][c:35]2[cH:36][cH:37][cH:38][cH:39][cH:40]2)[cH:10][c:11]([CH2:14][P+:15]([c:16]2[cH:17][cH:18][cH:19][cH:20][cH:21]2)([c:22]2[cH:23][cH:24][cH:25][cH:26][cH:27]2)[c:28]2[cH:29][cH:30][cH:31][cH:32][cH:33]2)[cH:12][cH:13]1.[O:55]1[CH2:56][CH2:57][CH2:58][CH2:59]1>>[F:7][c:8]1[c:9]([O:34][c:35]2[cH:36][cH:37][cH:38][cH:39][cH:40]2)[cH:10][c:11]([CH:14]=[CH:46][CH:45]=[C:44]([CH:41]2[CH2:42][CH2:43]2)[c:48]2[cH:49][cH:50][c:51]([Cl:54])[cH:52][cH:53]2)[cH:12][cH:13]1. Starting materials: C(C1=C(C=CC=C1)SSC1=C(C(=O)Cl)C=CC=C1)(=O)Cl (2,2'-dithiobisbenzoyl chloride), NC1=CC=C(C#N)C=C1 (4-aminobenzonitrile). The solvent is N1=CC=CC=C1 (pyridine), ClCCl (dichloromethane). Yields the product C(#N)C1=CC=C(C=C1)NC(C1=C(C=CC=C1)SSC1=C(C(=O)NC2=CC=C(C=C2)C#N)C=CC=C1)=O (2,2'-Dithiobis[N-(4-cyanophenyl)benzamide]). The yield is 12.5%. As a reaction SMILES: [C:1](Cl)(=[O:19])[C:2]1[CH:7]=[CH:6][CH:5]=[CH:4][C:3]=1[S:8][S:9][C:10]1[CH:18]=[CH:17][CH:16]=[CH:15][C:11]=1[C:12](Cl)=[O:13].[NH2:21][C:22]1[CH:29]=[CH:28][C:25]([C:26]#[N:27])=[CH:24][CH:23]=1>ClCCl.N1C=CC=CC=1>[C:26]([C:25]1[CH:28]=[CH:29][C:22]([NH:21][C:1](=[O:19])[C:2]2[CH:7]=[CH:6][CH:5]=[CH:4][C:3]=2[S:8][S:9][C:10]2[CH:18]=[CH:17][CH:16]=[CH:15][C:11]=2[C:12]([NH:21][C:22]2[CH:29]=[CH:28][C:25]([C:26]#[N:27])=[CH:24][CH:23]=2)=[O:13])=[CH:23][CH:24]=1)#[N:27]. Procedure details: This compound was prepared according to the general method of Example 77 using 2,2'-dithiobisbenzoyl chloride (2.00 g, 5.83 mmol) in 50 mL of dichloromethane and 4-aminobenzonitrile (1.38 g, 11.7 mmol) in 11 mL of pyridine. The crude product was triturated with a hot mixture of ethyl acetate and ethanol (1:1), filtered, and recrystallized from ethanol-DMF-water to yield 0.37 g of the title compound, mp 239°-241° C.